From a dataset of the Open Reaction Database (ORD), a public repository of structured organic reaction records. describe an organic reaction: reactants, conditions, products, and yield Reactants: Cc1cnc(C(=O)Cn2cccc2)cn1, O=C(Cl)C(Cl)(Cl)Cl, ClCCl, [Na+], O=C([O-])O. Yields the product Cc1cnc(C(=O)Cn2cccc2C(=O)C(Cl)(Cl)Cl)cn1. Reaction SMILES: [CH3:1][c:2]1[n:3][cH:4][c:5]([C:8]([CH2:9][n:10]2[cH:11][cH:12][cH:13][cH:14]2)=[O:15])[n:6][cH:7]1.[Cl:16][C:17]([C:18](=[O:19])[Cl:20])([Cl:21])[Cl:22].[Cl:28][CH2:29][Cl:30].[Na+:27].[O-:23][C:24]([OH:25])=[O:26]>>[CH3:1][c:2]1[n:3][cH:4][c:5]([C:8]([CH2:9][n:10]2[cH:11][cH:12][cH:13][c:14]2[C:18]([C:17]([Cl:16])([Cl:21])[Cl:22])=[O:19])=[O:15])[n:6][cH:7]1. Reactants: Fc1ccccc1C(=S)Nc1ccc(Br)cc1, O=C([O-])O, CCO, Cl, NO, [Na+]. The product is ON=C(Nc1ccc(Br)cc1)c1ccccc1F. RXN SMILES: [Br:1][c:2]1[cH:3][cH:4][c:5]([NH:8][C:9](=[S:10])[c:11]2[c:12]([F:17])[cH:13][cH:14][cH:15][cH:16]2)[cH:6][cH:7]1.[C:21](=[O:22])([OH:23])[O-:24].[CH3:26][CH2:27][OH:28].[ClH:18].[NH2:19][OH:20].[Na+:25]>>[Br:1][c:2]1[cH:3][cH:4][c:5]([NH:8][C:9]([c:11]2[c:12]([F:17])[cH:13][cH:14][cH:15][cH:16]2)=[N:19][OH:20])[cH:6][cH:7]1. Reactants: [Al+3], [Cl-], [Cl-], [Cl-], O=S1(=O)NN=C(Cl)c2ccccc21, Cc1cc2cc(F)ccc2[nH]1, O. Yields the product Cc1[nH]c2ccc(F)cc2c1C1=NNS(=O)(=O)c2ccccc21. RXN SMILES: [Al+3:2].[Cl-:1].[Cl-:3].[Cl-:4].[Cl:5][C:6]1=[N:7][NH:8][S:9](=[O:16])(=[O:17])[c:10]2[c:11]1[cH:12][cH:13][cH:14][cH:15]2.[F:18][c:19]1[cH:20][c:21]2[cH:22][c:23]([CH3:28])[nH:24][c:25]2[cH:26][cH:27]1.[OH2:29]>>[C:6]1([c:22]2[c:21]3[cH:20][c:19]([F:18])[cH:27][cH:26][c:25]3[nH:24][c:23]2[CH3:28])=[N:7][NH:8][S:9](=[O:16])(=[O:17])[c:10]2[c:11]1[cH:12][cH:13][cH:14][cH:15]2. As a reaction SMILES: [CH3:33][CH2:34][O:35][C:36](=[O:37])[CH3:38].[CH:12]([N:13]([CH:14]([CH3:15])[CH3:16])[CH2:17][CH3:18])([CH3:19])[CH3:20].[Cl:21][S:22](=[O:23])(=[O:24])[c:25]1[n:26][cH:27][n:28]2[c:29]1[s:30][cH:31][cH:32]2.[N+:1](=[O:2])([O-:3])[c:4]1[cH:5][cH:6][c:7]([CH2:8][NH2:9])[cH:10][cH:11]1.[O:39]=[CH:40][N:41]([CH3:42])[CH3:43]>>[N+:1](=[O:2])([O-:3])[c:4]1[cH:5][cH:6][c:7]([CH2:8][NH:9][S:22](=[O:23])(=[O:24])[c:25]2[n:26][cH:27][n:28]3[c:29]2[s:30][cH:31][cH:32]3)[cH:10][cH:11]1. Reactants: CCOC(C)=O, CCN(C(C)C)C(C)C, O=S(=O)(Cl)c1ncn2ccsc12, NCc1ccc([N+](=O)[O-])cc1, CN(C)C=O. Product: O=[N+]([O-])c1ccc(CNS(=O)(=O)c2ncn3ccsc23)cc1. Reactants: NC1=NC=C(C=N1)O (2-aminopyrimidin-5-ol), C(=O)([O-])[O-].[K+].[K+] (K2CO3), C(C1=CC=CC=C1)Br (benzyl bromide). The solvent is CO (MeOH). Conditions: time 18 hour. The product is C(C1=CC=CC=C1)OC=1C=NC(=NC1)N (5-(benzyloxy)pyrimidin-2-amine). As a reaction SMILES: [NH2:1][C:2]1[N:7]=[CH:6][C:5]([OH:8])=[CH:4][N:3]=1.C([O-])([O-])=O.[K+].[K+].[CH2:15](Br)[C:16]1[CH:21]=[CH:20][CH:19]=[CH:18][CH:17]=1>CO>[CH2:15]([O:8][C:5]1[CH:4]=[N:3][C:2]([NH2:1])=[N:7][CH:6]=1)[C:16]1[CH:21]=[CH:20][CH:19]=[CH:18][CH:17]=1 |f:1.2.3|. Reported procedure: To the solution of 2-aminopyrimidin-5-ol (0.500 g, 4.50 mmol) in dry MeOH (10 mL), K2CO3 (0.622 g, 4.50 mmol) and benzyl bromide (0.535 mL, 4.50 mmol) were added. The reaction mixture was stirred at room temperature for 18 h. Solvent was removed under reduced pressure. The residue was dissolved in ethyl acetate and washed with water and brine, then dried over sodium sulfate. The crude product was purified by flash chromatography on silica gel using 50% ethyl acetate in petroleum ether. The desir...